Dataset: the Open Reaction Database (ORD), a public repository of structured organic reaction records. Task: describe an organic reaction: reactants, conditions, products, and yield The reactants are FC(C(=O)O)(F)F (trifluoroacetic acid), C([O-])([O-])=O.[K+].[K+] (potassium carbonate), crude product, C(C)(C)(C)OC(=O)N1CCN(CC1)C1=C(C=CC=C1)C1CCCCCCC1 (4-(2-cyclooctylphenyl)piperazine-1-carboxylic acid t-butyl ester), ClCCCl (1,2-dichloroethane). The solvent is C(C)(=O)OCC (Ethyl acetate), O (water). Run at time 30 minute. Yields the product C1(CCCCCCC1)C1=C(C=CC=C1)N1CCNCC1 (1-(2-Cyclooctylphenyl)piperazine). Reaction SMILES: C(OC([N:8]1[CH2:13][CH2:12][N:11]([C:14]2[CH:19]=[CH:18][CH:17]=[CH:16][C:15]=2[CH:20]2[CH2:27][CH2:26][CH2:25][CH2:24][CH2:23][CH2:22][CH2:21]2)[CH2:10][CH2:9]1)=O)(C)(C)C.ClCCCl.FC(F)(F)C(O)=O.C(=O)([O-])[O-].[K+].[K+]>C(OCC)(=O)C.O>[CH:20]1([C:15]2[CH:16]=[CH:17][CH:18]=[CH:19][C:14]=2[N:11]2[CH2:10][CH2:9][NH:8][CH2:13][CH2:12]2)[CH2:21][CH2:22][CH2:23][CH2:24][CH2:25][CH2:26][CH2:27]1 |f:3.4.5|. Reported procedure: To a mixture of the crude product of 4-(2-cyclooctylphenyl)piperazine-1-carboxylic acid t-butyl ester produced in Example (46c), 1,2-dichloroethane (2 mL) and water (0.2 mL) was added trifluoroacetic acid (0.500 mL, 6.490 mmol), followed by stirring for 5 hours and 30 minutes at room temperature. Aqueous solution of potassium carbonate was added to the mixture to make the mixture basic. Ethyl acetate was then added thereto and extraction was performed three times with ethyl acetate. The organic ... Starting materials: C(C)(=O)O (acetic acid), CC1=C(N)C=CC=C1[N+](=O)[O-] (2-methyl-3-nitroaniline), OCC(O)CO (glycerin), [OH-].[NH4+] (ammonium hydroxide). Solvent: O (water). Conditions: temperature 150 celsius, time 6 hour. The product is CC=1C(=CC=C2C=CC=NC12)[N+](=O)[O-] (8-methyl-7-nitroquinoline). RXN SMILES: [CH3:1][C:2]1[C:8]([N+:9]([O-:11])=[O:10])=[CH:7][CH:6]=[CH:5][C:3]=1[NH2:4].O[CH2:13][CH:14]([CH2:16]O)O.[OH-].[NH4+].C(O)(=O)C>O>[CH3:1][C:2]1[C:8]([N+:9]([O-:11])=[O:10])=[CH:7][CH:6]=[C:5]2[C:3]=1[N:4]=[CH:16][CH:14]=[CH:13]2 |f:2.3|. Procedure: A mixture of 2-methyl-3-nitroaniline (10 g), glycerin (20.57 g) and As2O5.xH2O (Baker, 88% As2 O5, 8.5 g) is heated slowly to 150° C. in an open round-bottom flask, then stirred for 6 hrs at 150° C. The resulting mixture is cooled to room temperature and diluted with water (200 mL), then basified with ammonium hydroxide (28-30%, 100 mL). After about 10 minutes, the solution is acidified to pH=5 with glacial acetic acid and extracted with CH2Cl2 (3×200 mL). The combined extracts are washed with H... Reactants: CC(=O)O, COCN(c1cc(Cl)cnc1C(=O)c1ccccc1[N+](=O)[O-])S(=O)(=O)c1ccc(Cl)c(C(F)(F)F)c1. Product: COCN(c1cc(Cl)cnc1C(=O)c1ccccc1N)S(=O)(=O)c1ccc(Cl)c(C(F)(F)F)c1. As a reaction SMILES: [C:37]([OH:38])(=[O:39])[CH3:40].[Cl:1][c:2]1[c:3]([C:33]([F:34])([F:35])[F:36])[cH:4][c:5]([S:8](=[O:9])(=[O:10])[N:11]([CH2:12][O:13][CH3:14])[c:15]2[c:16]([C:22]([c:23]3[c:24]([N+:29]([O-:30])=[O:31])[cH:25][cH:26][cH:27][cH:28]3)=[O:32])[n:17][cH:18][c:19]([Cl:21])[cH:20]2)[cH:6][cH:7]1>>[Cl:1][c:2]1[c:3]([C:33]([F:34])([F:35])[F:36])[cH:4][c:5]([S:8](=[O:9])(=[O:10])[N:11]([CH2:12][O:13][CH3:14])[c:15]2[c:16]([C:22]([c:23]3[c:24]([NH2:29])[cH:25][cH:26][cH:27][cH:28]3)=[O:32])[n:17][cH:18][c:19]([Cl:21])[cH:20]2)[cH:6][cH:7]1. The reactants are CC=1C(=NC=CC1)NC(=O)C1CCN(CC1)C(=O)OCC1=CC=CC=C1 (Benzyl 4-{[(3-methyl-2-pyridinyl)amino]carbonyl}-1-piperidinecarboxylate), [H][H] (hydrogen). The reagents and catalysts are [Pd] (palladium on carbon). The solvent is C(C)O (ethanol). Product: CC=1C(=NC=CC1)NC(=O)C1CCNCC1 (piperidine-4-carboxylic acid (3-methyl-pyridin-2-yl)-amide). RXN SMILES: [CH3:1][C:2]1[C:3]([NH:8][C:9]([CH:11]2[CH2:16][CH2:15][N:14](C(OCC3C=CC=CC=3)=O)[CH2:13][CH2:12]2)=[O:10])=[N:4][CH:5]=[CH:6][CH:7]=1.[H][H]>C(O)C.[Pd]>[CH3:1][C:2]1[C:3]([NH:8][C:9]([CH:11]2[CH2:16][CH2:15][NH:14][CH2:13][CH2:12]2)=[O:10])=[N:4][CH:5]=[CH:6][CH:7]=1. Procedure details: Benzyl 4-{[(3-methyl-2-pyridinyl)amino]carbonyl}-1-piperidinecarboxylate from Step 1 above (5.45 g, 15.42 mmol) was suspended in absolute ethanol (250 mL) and was treated with 10% palladium on carbon (1.50 g) and stirred vigorously for 18 h under 1 atm of hydrogen. The catalyst was filtered off and the filtrate was concentrated under reduced pressure giving the piperidine-4-carboxylic acid (3-methyl-pyridin-2-yl)-amide as yellow oil. Run at temperature 30 celsius. Procedure: A mixture of 3-oxo-3-phenylpropionic acid ethyl ester (20 g, 104.05 mmol) and urea (6.24 g, 104.05 mmol) was reacted in a microwave irradiation for 3 minutes. The mixture was cooled to temperature in the range of 20-40° C. and diluted with ethyl alcohol (100 mL). The solid precipitated was filtered, washed with hexane (2×20 mL) to afford the desired compound as a yellow solid. Run in C(C)O (ethyl alcohol). RXN SMILES: C(O[C:4](=[O:14])[CH2:5][C:6](=O)[C:7]1[CH:12]=[CH:11][CH:10]=[CH:9][CH:8]=1)C.[NH2:15][C:16]([NH2:18])=[O:17]>C(O)C>[C:7]1([C:6]2[N:18]=[C:16]([OH:17])[N:15]=[C:4]([OH:14])[CH:5]=2)[CH:8]=[CH:9][CH:10]=[CH:11][CH:12]=1. Starting materials: C(C)OC(CC(C1=CC=CC=C1)=O)=O (3-oxo-3-phenylpropionic acid ethyl ester), NC(=O)N (urea). Product: C1(=CC=CC=C1)C1=CC(=NC(=N1)O)O (6-phenyl-pyrimidine-2,4-diol). Reactants: C(C)(C)(C)C1CCC(CC1)N (4-tert-Butyl-cyclohexylamine), C1(=CC=CC=C1)OC(NC1=CC=CC2=CC=C(C=C12)O)=O ((7-hydroxy-naphthalen-1-yl)-carbamic acid phenyl ester). Run in CS(=O)C (DMSO). Product: C(C)(C)(C)C1CCC(CC1)NC(=O)NC1=CC=CC2=CC=C(C=C12)O (1-(4-tert-Butyl-cyclohexyl)-3-(7-hydroxy-naphthalen-1-yl)-urea). Reaction SMILES: [C:1]([CH:5]1[CH2:10][CH2:9][CH:8]([NH2:11])[CH2:7][CH2:6]1)([CH3:4])([CH3:3])[CH3:2].C1([O:18][C:19](=O)[NH:20][C:21]2[C:30]3[C:25](=[CH:26][CH:27]=[C:28]([OH:31])[CH:29]=3)[CH:24]=[CH:23][CH:22]=2)C=CC=CC=1>CS(C)=O>[C:1]([CH:5]1[CH2:6][CH2:7][CH:8]([NH:11][C:19]([NH:20][C:21]2[C:30]3[C:25](=[CH:26][CH:27]=[C:28]([OH:31])[CH:29]=3)[CH:24]=[CH:23][CH:22]=2)=[O:18])[CH2:9][CH2:10]1)([CH3:4])([CH3:2])[CH3:3]. Procedure: 4-tert-Butyl-cyclohexylamine (69 mg, 0.44 mmol) and (7-hydroxy-naphthalen-1-yl)-carbamic acid phenyl ester (125 mg, 0.44 mmol) were combined and stirred at ambient temperature in DMSO (3 mL) overnight. The product was purified by directly injecting the crude reaction onto a reverse phase prep-HPLC (90–10% water:acetonitrile gradient). The appropriate fractions were lyophilized to yield 1-(4-tert-Butyl-cyclohexyl)-3-(7-hydroxy-naphthalen-1-yl)-urea Yield: 88.5%. Starting materials: solution, C(=O)(C(F)(F)F)O (TFA), CN(S(=O)(=O)C)C1=NC=CC=C1CNC(OC(C)(C)C)=O (tert-butyl (2-(N-methylmethylsulfonamido)pyridin-3-yl)methylcarbamate). As a reaction SMILES: [CH3:1][N:2]([C:7]1[C:12]([CH2:13][NH:14]C(=O)OC(C)(C)C)=[CH:11][CH:10]=[CH:9][N:8]=1)[S:3]([CH3:6])(=[O:5])=[O:4].C(O)(C(F)(F)F)=O>C(Cl)Cl>[NH2:14][CH2:13][C:12]1[C:7]([N:2]([CH3:1])[S:3]([CH3:6])(=[O:5])=[O:4])=[N:8][CH:9]=[CH:10][CH:11]=1. Reported procedure: To a 25 mL round bottom flask charged with tert-butyl (2-(N-methylmethylsulfonamido)pyridin-3-yl)methylcarbamate (118 mg, 0.26 mmol) was added a 40% solution of TFA in CH2Cl2 (4 mL). The resulting mixture was stirred for 20 min, then the volatiles were evaporated. Toluene (4 mL) was added to the crude followed by evaporation. This procedure was repeated once. A solution of the crude residue in CH2Cl2 (4 mL) was treated with Amberlyst A-21 (1.8 g) and stirred for 30 min. The Amberlyst A-21 resin ... The solvent is C(Cl)Cl (CH2Cl2). Reaction conditions: time 20 minute. Yields the product NCC=1C(=NC=CC1)N(S(=O)(=O)C)C (N-(3-(aminomethyl)pyridin-2-yl)-N-methylmethanesulfonamide). Starting materials: ClC=1NC2=C(N1)C=CC=C2 (2-chlorobenzimidazole), Cl.ClC1=CC=C(C(C2=CC=CC=C2)N)C=C1 (4-chlorobenzhydrylamine HCl). Product: N1=C(NC2=C1C=CC=C2)NC(C2=CC=C(C=C2)Cl)C2=CC=CC=C2 (N-(Benzimidazol-2-yl)-4-chlorobenzhydrylamine). Reaction SMILES: Cl[C:2]1[NH:3][C:4]2[CH:10]=[CH:9][CH:8]=[CH:7][C:5]=2[N:6]=1.Cl.[Cl:12][C:13]1[CH:26]=[CH:25][C:16]([CH:17]([NH2:24])[C:18]2[CH:23]=[CH:22][CH:21]=[CH:20][CH:19]=2)=[CH:15][CH:14]=1>>[N:6]1[C:5]2[CH:7]=[CH:8][CH:9]=[CH:10][C:4]=2[NH:3][C:2]=1[NH:24][CH:17]([C:18]1[CH:19]=[CH:20][CH:21]=[CH:22][CH:23]=1)[C:16]1[CH:25]=[CH:26][C:13]([Cl:12])=[CH:14][CH:15]=1 |f:1.2|. Procedure: The title compound was prepared from 2-chlorobenzimidazole and 4-chlorobenzhydrylamine HCl by Procedure A. The product was isolated by preparative LCMS to give the title compound as the free base (white solid, mp 180-184° C.). MS(ES+)m/z 334 ([M+1]+, 100). 1NMR (DMSO-d6) δ 6.18 (d, 1H), 6.80-6.90 (m, 2H), 7.08-7.14 (m, 2H), 7.20-7.40 (m, 9H), 7.66 (d, 1 H), 10.6 (s, 1 H). Reactants: NC1=C(C=CC=C1)NC(C1=CC=C(C=C1)CN1C(C2=CC=C(C=C2C1)Br)=O)=O (N-(2-aminophenyl)-4-((5-bromo-1-oxoisoindolin-2-yl)methyl)benzamide), N1=CC(=CC=C1)B(O)O (3-pyridyl boronic acid). Run at time 20 minute. The product is NC1=C(C=CC=C1)NC(C1=CC=C(C=C1)CN1C(C2=CC=C(C=C2C1)C=1C=NC=CC1)=O)=O (N-(2-aminophenyl)-4-((1-oxo-5-(pyridin-3-yl)isoindolin-2-yl)methyl)benzamide). The yield is 59.0%. As a reaction SMILES: [NH2:1][C:2]1[CH:7]=[CH:6][CH:5]=[CH:4][C:3]=1[NH:8][C:9](=[O:28])[C:10]1[CH:15]=[CH:14][C:13]([CH2:16][N:17]2[CH2:25][C:24]3[C:19](=[CH:20][CH:21]=[C:22](Br)[CH:23]=3)[C:18]2=[O:27])=[CH:12][CH:11]=1.[N:29]1[CH:34]=[CH:33][CH:32]=[C:31](B(O)O)[CH:30]=1>>[NH2:1][C:2]1[CH:7]=[CH:6][CH:5]=[CH:4][C:3]=1[NH:8][C:9](=[O:28])[C:10]1[CH:15]=[CH:14][C:13]([CH2:16][N:17]2[CH2:25][C:24]3[C:19](=[CH:20][CH:21]=[C:22]([C:31]4[CH:30]=[N:29][CH:34]=[CH:33][CH:32]=4)[CH:23]=3)[C:18]2=[O:27])=[CH:12][CH:11]=1. Procedure details: The procedure of Example 2 was repeated except that N-(2-aminophenyl)-4-((5-bromo-1-oxoisoindolin-2-yl)methyl)benzamide obtained in Example 56 instead of N-(2-aminophenyl)-4-((4-bromo-5,6-dimethoxy-1-oxoisoindolin-2-yl)methyl)benzamide, and 3-pyridyl boronic acid instead of phenyl boronic acid were used, and the reaction was performed for 20 mins, to obtain the title compound (59%). Reactants: S(=S)(=O)([O-])[O-].[Na+].[Na+] (sodium thiosulfate), COC=1C=C(CO)C=CC1 (3-methoxybenzyl alcohol), S(=O)(O)[O-].[Na+] (sodium hydrogen sulfite), Br(=O)(=O)[O-].[Na+] (sodium bromate). Run in CCOCC (Et2O), CC#N.O (MeCN water). Conditions: time 2 hour. Yields the product BrC1=C(C=C(C=C1)CO)OC ((4-bromo-3-methoxyphenyl)methanol). The yield is 63.9%. Reaction SMILES: [CH3:1][O:2][C:3]1[CH:4]=[C:5]([CH:8]=[CH:9][CH:10]=1)[CH2:6][OH:7].S([O-])(O)=O.[Na+].[Br:16]([O-])(=O)=O.[Na+].S([O-])([O-])(=O)=S.[Na+].[Na+]>CC#N.O.CCOCC>[Br:16][C:10]1[CH:9]=[CH:8][C:5]([CH2:6][OH:7])=[CH:4][C:3]=1[O:2][CH3:1] |f:1.2,3.4,5.6.7,8.9|. Procedure: To a solution of 5.00 g of 3-methoxybenzyl alcohol in MeCN-water (180 ml, 1:1) was added 8.60 g sodium hydrogen sulfite and 8.19 g of sodium bromate and the reaction mixture was stirred at room temperature for two hours. After the reaction, an aqueous solution of 10% sodium thiosulfate and Et2O were added, and liquid separation was performed. After the organic layer was sequentially washed with 5% K2CO3, water and saturated brine, and dried over MgSO4, the drying agent was separated by filtratio...